Dataset: the Open Reaction Database (ORD), a public repository of structured organic reaction records. Task: describe an organic reaction: reactants, conditions, products, and yield The reactants are FC1=NC=CC(=N1)N1C(OCC1)=O (3-(2-fluoropyrimidin-4-yl)oxazolidin-2-one), ClC1=CC=C(C=C1)C1=NOC(=N1)C(C)N (1-(3-(4-chlorophenyl)-1,2,4-oxadiazol-5-yl)ethanamine), CCN(C(C)C)C(C)C (DIPEA). Solvent: CS(=O)C (DMSO), CCOC(=O)C (EtOAc). Yields the product ClC1=CC=C(C=C1)C1=NOC(=N1)C(C)NC1=NC=CC(=N1)N1C(OCC1)=O (3-(2-(1-(3-(4-chlorophenyl)-1,2,4-oxadiazol-5-yl)ethylamino)pyrimidin-4-yl)oxazolidin-2-one). The yield is 9.7%. Reaction SMILES: F[C:2]1[N:7]=[C:6]([N:8]2[CH2:12][CH2:11][O:10][C:9]2=[O:13])[CH:5]=[CH:4][N:3]=1.[Cl:14][C:15]1[CH:20]=[CH:19][C:18]([C:21]2[N:25]=[C:24]([CH:26]([NH2:28])[CH3:27])[O:23][N:22]=2)=[CH:17][CH:16]=1.CCN(C(C)C)C(C)C>CS(C)=O.CCOC(C)=O>[Cl:14][C:15]1[CH:16]=[CH:17][C:18]([C:21]2[N:25]=[C:24]([CH:26]([NH:28][C:2]3[N:7]=[C:6]([N:8]4[CH2:12][CH2:11][O:10][C:9]4=[O:13])[CH:5]=[CH:4][N:3]=3)[CH3:27])[O:23][N:22]=2)=[CH:19][CH:20]=1. Reported procedure: A solution of 3-(2-fluoropyrimidin-4-yl)oxazolidin-2-one (89.1 mg, 0.487 mmol), 1-(3-(4-chlorophenyl)-1,2,4-oxadiazol-5-yl)ethanamine (115.9 mg, 0.518 mmol, 1.06 equiv), and DIPEA (0.20 mL, 1.1 mmol, 2.4 equiv) in DMSO (1.5 mL) was heated at 110° C. for 100 min. The reaction mixture was diluted with EtOAc (8 mL) and washed with water (30 mL). After separation, the aqueous phase was extracted with EtOAc (3×8 mL). Combined organics were dried over Na2SO4, filtered and concentrated. Silica gel colu... Reactants: C1CCC2=NCCCN2CC1 (DBU), NCCCC1=CC=C(C=C1)C(CNS(=O)(=O)C(C)C)C ({2-[4-(3-aminopropyl)phenyl]propyl}[(methylethyl)sulfonyl]amine), CS(=O)(=O)Cl (methanesulfonyl chloride). Product: final title compound, CC(C)S(=O)(=O)NCC(C)C1=CC=C(C=C1)CCCNS(=O)(=O)C ([(methylethyl)sulfonyl][2-(4-{3-[(methylsulfonyl)amino]propyl}phenyl)propyl]amine). The yield is 23.9%. Reaction SMILES: [NH2:1][CH2:2][CH2:3][CH2:4][C:5]1[CH:10]=[CH:9][C:8]([CH:11]([CH3:20])[CH2:12][NH:13][S:14]([CH:17]([CH3:19])[CH3:18])(=[O:16])=[O:15])=[CH:7][CH:6]=1.[CH3:21][S:22](Cl)(=[O:24])=[O:23].C1CCN2C(=NCCC2)CC1>>[CH3:18][CH:17]([S:14]([NH:13][CH2:12][CH:11]([C:8]1[CH:7]=[CH:6][C:5]([CH2:4][CH2:3][CH2:2][NH:1][S:22]([CH3:21])(=[O:24])=[O:23])=[CH:10][CH:9]=1)[CH3:20])(=[O:16])=[O:15])[CH3:19]. Procedure: Scheme Vc, step C: {2-[4-(3-aminopropyl)phenyl]propyl}[(methylethyl)sulfonyl]amine (0.5 g, 1.67 mmol), methanesulfonyl chloride (0.15 mL, 1.84 mmol) and DBU (0.29 mL, 1.93 mmol) were combined and sulfonylation was carried out in a manner analogous to the procedure described in example 2 to provide the final title compound, [(methylethyl)sulfonyl][2-(4-{3-[(methylsulfonyl)amino]propyl}phenyl)propyl]amine, (0.15 g, 24%) as a white crystalline solid. Electron spray M.S. 377 (M*+H). Analysis for C16... The reactants are CCOC(C)=O, CN(Cc1ccccc1)c1cc(CN2CCOCC2)ccc1N, CCOC=C(C(=O)OCC)C(=O)OCC, CCCCCC. Product: CCOC(=O)C(=CNc1ccc(CN2CCOCC2)cc1N(C)Cc1ccccc1)C(=O)OCC. As a reaction SMILES: [C:45]([O:46][CH2:47][CH3:48])(=[O:49])[CH3:50].[CH2:1]([c:2]1[cH:3][cH:4][cH:5][cH:6][cH:7]1)[N:8]([c:9]1[c:10]([NH2:22])[cH:11][cH:12][c:13]([CH2:15][N:16]2[CH2:17][CH2:18][O:19][CH2:20][CH2:21]2)[cH:14]1)[CH3:23].[CH2:24]([O:25][CH:27]=[C:28]([C:29](=[O:30])[O:31][CH2:32][CH3:33])[C:34](=[O:35])[O:36][CH2:37][CH3:38])[CH3:26].[CH3:39][CH2:40][CH2:41][CH2:42][CH2:43][CH3:44]>>[CH2:1]([c:2]1[cH:3][cH:4][cH:5][cH:6][cH:7]1)[N:8]([c:9]1[c:10]([NH:22][CH:27]=[C:28]([C:29](=[O:30])[O:31][CH2:32][CH3:33])[C:34](=[O:35])[O:36][CH2:37][CH3:38])[cH:11][cH:12][c:13]([CH2:15][N:16]2[CH2:17][CH2:18][O:19][CH2:20][CH2:21]2)[cH:14]1)[CH3:23]. Starting materials: CN(C)S(=O)(=O)c1ccc(C(=O)O)cc1, O=S(Cl)Cl. The product is CN(C)S(=O)(=O)c1ccc(C(=O)Cl)cc1. Reaction SMILES: [CH3:1][N:2]([S:3](=[O:4])(=[O:5])[c:6]1[cH:7][cH:8][c:9]([C:10](=[O:11])[OH:12])[cH:13][cH:14]1)[CH3:15].[S:16]([Cl:17])([Cl:18])=[O:19]>>[CH3:1][N:2]([S:3](=[O:4])(=[O:5])[c:6]1[cH:7][cH:8][c:9]([C:10](=[O:11])[Cl:18])[cH:13][cH:14]1)[CH3:15]. The reactants are [H-].[Na+] (NaH), N1CCC2=CC=CC=C12 (indoline), FC1=C(C#N)C=CC=C1 (2-fluorobenzonitrile). The solvent is CS(=O)C (dimethylsulfoxide), CS(=O)C (DMSO). Conditions: time 2 hour. Yields the product N1(CCC2=CC=CC=C12)C1=CC=C(C#N)C=C1 (4-(1-indolinyl)benzonitrile). Reaction SMILES: [H-].[Na+].[NH:3]1[C:11]2[C:6](=[CH:7][CH:8]=[CH:9][CH:10]=2)[CH2:5][CH2:4]1.F[C:13]1[CH:20]=[CH:19][CH:18]=[CH:17][C:14]=1[C:15]#[N:16]>CS(C)=O>[N:3]1([C:19]2[CH:18]=[CH:17][C:14]([C:15]#[N:16])=[CH:13][CH:20]=2)[C:11]2[C:6](=[CH:7][CH:8]=[CH:9][CH:10]=2)[CH2:5][CH2:4]1 |f:0.1|. Procedure details: 4.94 g (0.206 mole) 99% NaH was added in one portion to a solution of 21.6 ml (0.188 mole) indoline in 85 ml sieve dried dimethylsulfoxide (DMSO) at room temperature. The resulting slurry was permitted to stir at room temperature for 2 hours and then cooled in an ice bath. A solution of 25 g (0.206 moles) 2-fluorobenzonitrile in 35 ml DMSO was added dropwise. At the end of the addition, the ice bath was removed and the mixture was permitted to stir at room temperature overnight (about 16 hours).... Reactants: CN1CCN(c2ccc(-c3ccc(C#N)c(=O)[nH]3)cc2)CC1, CCO, CI, [K+], [OH-]. Product: CN1CCN(c2ccc(-c3ccc(C#N)c(=O)n3C)cc2)CC1. As a reaction SMILES: [CH3:1][N:2]1[CH2:3][CH2:4][N:5]([c:8]2[cH:9][cH:10][c:11](-[c:14]3[nH:15][c:16](=[O:22])[c:17]([C:18]#[N:19])[cH:20][cH:21]3)[cH:12][cH:13]2)[CH2:6][CH2:7]1.[CH3:27][CH2:28][OH:29].[I:25][CH3:26].[K+:24].[OH-:23]>>[CH3:1][N:2]1[CH2:3][CH2:4][N:5]([c:8]2[cH:9][cH:10][c:11](-[c:14]3[n:15]([CH3:26])[c:16](=[O:22])[c:17]([C:18]#[N:19])[cH:20][cH:21]3)[cH:12][cH:13]2)[CH2:6][CH2:7]1. The reactants are Cc1cc(N(Cc2ccccc2)Cc2ccccc2)c(C)cc1I, [Li]CCCC, CN(C)C=O, Cc1ccccc1, Cl. The product is Cc1cc(N(Cc2ccccc2)Cc2ccccc2)c(C)cc1C=O, Cl. RXN SMILES: [CH2:1]([c:2]1[cH:3][cH:4][cH:5][cH:6][cH:7]1)[N:8]([c:9]1[c:10]([CH3:17])[cH:11][c:12]([I:16])[c:13]([CH3:15])[cH:14]1)[CH2:18][c:19]1[cH:20][cH:21][cH:22][cH:23][cH:24]1.[CH2:25]([Li:26])[CH2:27][CH2:28][CH3:29].[CH3:30][N:31]([CH:32]=[O:33])[CH3:34].[CH3:36][c:37]1[cH:38][cH:39][cH:40][cH:41][cH:42]1.[ClH:35]>>[CH2:1]([c:2]1[cH:3][cH:4][cH:5][cH:6][cH:7]1)[N:8]([c:9]1[c:10]([CH3:17])[cH:11][c:12]([CH:32]=[O:33])[c:13]([CH3:15])[cH:14]1)[CH2:18][c:19]1[cH:20][cH:21][cH:22][cH:23][cH:24]1.[ClH:35]. Reactants: C(C)(=O)NC1=NC(=C2NC=NC2=N1)Cl (2-acetamido-6-chloropurine), C(C)(=O)O[C@H]1C(O[C@@H]([C@H]1OC(C)=O)COC(C)=O)N1C=NC=C2N=CN=C12 (2,3,5-tri-O-acetyl-3-D-ribofuranosylpurine), N (ammonia). The reagents and catalysts are Cl[Hg] (chloromercury). The product is NC1=NC(=C2N=CN(C2=N1)[C@H]1[C@H](O)[C@@H](O)[C@H](O1)CO)Cl (2-amino-6-chloro-9-(β-D-xylofuranosyl)purine). As a reaction SMILES: C([NH:4][C:5]1[N:13]=[C:12]2[C:8]([NH:9][CH:10]=[N:11]2)=[C:7]([Cl:14])[N:6]=1)(=O)C.C([O:18][C@@H:19]1[C@H:23]([O:24]C(=O)C)[C@@H:22]([CH2:28][O:29]C(=O)C)[O:21][CH:20]1N1C2C(N=CN=2)=CN=C1)(=O)C.N>Cl[Hg]>[NH2:4][C:5]1[N:13]=[C:12]2[C:8]([N:9]=[CH:10][N:11]2[C@@H:20]2[O:21][C@H:22]([CH2:28][OH:29])[C@H:23]([OH:24])[C@H:19]2[OH:18])=[C:7]([Cl:14])[N:6]=1. Procedure: The chloromercury derivative of 2-acetamido-6-chloropurine is condensed with 2,3,5-tri-O-acetyl-3-D-ribofuranosylpurine utilizing the method of Lee et. al. (1971), J. Med. Chem., 14:819. The condensation product was treated with ammonia to yield 2-amino-6-chloro-9-(β-D-xylofuranosyl)purine. Further treatment with sodium hydroxyethylmercaptide gives the title compound.